This data is from the Open Reaction Database (ORD), a public repository of structured organic reaction records. The task is: describe an organic reaction: reactants, conditions, products, and yield Starting materials: O=C([O-])O, Cc1ccccc1, CCOC(C)=O, CCN(C(C)C)C(C)C, Cc1nc2c(-c3ccc(Cl)cc3)c(-c3ccccc3Cl)nn2c(O)c1C, [Na+], O=P(Cl)(Cl)Cl. Yields the product Cc1nc2c(-c3ccc(Cl)cc3)c(-c3ccccc3Cl)nn2c(Cl)c1C. Reaction SMILES: [C:41](=[O:42])([OH:43])[O-:44].[CH3:46][c:47]1[cH:48][cH:49][cH:50][cH:51][cH:52]1.[CH3:53][CH2:54][O:55][C:56](=[O:57])[CH3:58].[CH:27]([N:28]([CH:29]([CH3:30])[CH3:31])[CH2:32][CH3:33])([CH3:34])[CH3:35].[Cl:1][c:2]1[cH:3][cH:4][c:5](-[c:8]2[c:9](-[c:20]3[c:21]([Cl:26])[cH:22][cH:23][cH:24][cH:25]3)[n:10][n:11]3[c:12]2[n:13][c:14]([CH3:19])[c:15]([CH3:18])[c:16]3[OH:17])[cH:6][cH:7]1.[Na+:45].[P:36]([Cl:37])([Cl:38])([Cl:39])=[O:40]>>[Cl:1][c:2]1[cH:3][cH:4][c:5](-[c:8]2[c:9](-[c:20]3[c:21]([Cl:26])[cH:22][cH:23][cH:24][cH:25]3)[n:10][n:11]3[c:12]2[n:13][c:14]([CH3:19])[c:15]([CH3:18])[c:16]3[Cl:38])[cH:6][cH:7]1. Starting materials: C1(CCCC1)OC=1C=C(C=CC1OC)C(CC(=O)O)C#CC1=CC=CC=C1 ((+/-)-3-(3-cyclopentyloxy-4-methoxyphenyl)-3-phenylethynylpropionic acid), C(CC)O (n-propanol). The reagents and catalysts are OS(=O)(=O)O (H2SO4). The product is C(CC)OC(CC(C#CC1=CC=CC=C1)C1=CC(=C(C=C1)OC)OC1CCCC1)=O ((+/-)-n-Propyl-3-(3-Cyclopentyloxy-4-methoxyphenyl)-3-phenylethynylpropionate). Reaction SMILES: [CH:1]1([O:6][C:7]2[CH:8]=[C:9]([CH:15]([C:20]#[C:21][C:22]3[CH:27]=[CH:26][CH:25]=[CH:24][CH:23]=3)[CH2:16][C:17]([OH:19])=[O:18])[CH:10]=[CH:11][C:12]=2[O:13][CH3:14])[CH2:5][CH2:4][CH2:3][CH2:2]1.[CH2:28](O)[CH2:29][CH3:30]>OS(O)(=O)=O>[CH2:28]([O:18][C:17](=[O:19])[CH2:16][CH:15]([C:9]1[CH:10]=[CH:11][C:12]([O:13][CH3:14])=[C:7]([O:6][CH:1]2[CH2:5][CH2:4][CH2:3][CH2:2]2)[CH:8]=1)[C:20]#[C:21][C:22]1[CH:23]=[CH:24][CH:25]=[CH:26][CH:27]=1)[CH2:29][CH3:30]. Procedure: A solution of (+/-)-3-(3-cyclopentyloxy-4-methoxyphenyl)-3-phenylethynylpropionic acid (200 mg, 0.55 mmol) in n-propanol (15 ml) and conc. H2SO4 (1 drop) was heated at 95° for 5 hr. The solvents were evaporated, the residue taken up in Et2O, washed with H2O, aqueous K2CO3, dried and the solvent evaporated. The residue was purified by flash chromatography (alumina, neutral, activity 1, Et2O), and gave the titled compound as an oil, 125 mg (56%). 1H NMR (400 MHz, CDCl3) δ 7.40 (m, 2 H), 7.28 (m, 3... The reactants are O=C(O)Cc1ccc(OCc2ccccc2)cc1, CCC(C)(CC)N=C=NC, CN1CCOCC1, Cl, Nc1ccc2c(cnn2CCN2CCCC2)c1, CN(C)C=O, On1nnc2ccccc21. RXN SMILES: [CH2:18]([c:19]1[cH:20][cH:21][cH:22][cH:23][cH:24]1)[O:25][c:26]1[cH:27][cH:28][c:29]([CH2:32][C:33](=[O:34])[OH:35])[cH:30][cH:31]1.[CH2:37]([C:38]([CH3:39])([N:40]=[C:41]=[N:42][CH3:43])[CH2:44][CH3:45])[CH3:46].[CH3:57][N:58]1[CH2:59][CH2:60][O:61][CH2:62][CH2:63]1.[ClH:36].[N:1]1([CH2:6][CH2:7][n:8]2[n:9][cH:10][c:11]3[cH:12][c:13]([NH2:17])[cH:14][cH:15][c:16]23)[CH2:2][CH2:3][CH2:4][CH2:5]1.[O:64]=[CH:65][N:66]([CH3:67])[CH3:68].[OH:47][n:48]1[c:49]2[cH:50][cH:51][cH:52][cH:53][c:54]2[n:55][n:56]1>>[N:1]1([CH2:6][CH2:7][n:8]2[n:9][cH:10][c:11]3[cH:12][c:13]([NH:17][C:33]([CH2:32][c:29]4[cH:28][cH:27][c:26]([O:25][CH2:18][c:19]5[cH:20][cH:21][cH:22][cH:23][cH:24]5)[cH:31][cH:30]4)=[O:34])[cH:14][cH:15][c:16]23)[CH2:2][CH2:3][CH2:4][CH2:5]1. The product is O=C(Cc1ccc(OCc2ccccc2)cc1)Nc1ccc2c(cnn2CCN2CCCC2)c1. The reactants are ClC=1C(=CC2=C(C(NS2(=O)=O)=O)C1)Cl (5,6-dichloro-3-keto-2H,3H-1,2-benzisothiazole 1,1-dioxide), O.NN (hydrazine hydrate). The solvent is C(COCCO)O (diethylene glycol). Yields the product ClC=1C(=CC2=C(C(=NS2(=O)=O)NN)C1)Cl (5,6-dichloro-3-hydrazino-1,2-benzisothiazole 1,1-dioxide). Isolated yield 59.6%. Reaction SMILES: [Cl:1][C:2]1[C:3]([Cl:14])=[CH:4][C:5]2[S:9](=[O:11])(=[O:10])[NH:8][C:7](=O)[C:6]=2[CH:13]=1.O.[NH2:16][NH2:17]>C(O)COCCO>[Cl:1][C:2]1[C:3]([Cl:14])=[CH:4][C:5]2[S:9](=[O:11])(=[O:10])[N:8]=[C:7]([NH:16][NH2:17])[C:6]=2[CH:13]=1 |f:1.2|. Procedure details: 50.2 g (0.2 mol) of 5,6-dichloro-3-keto-2H,3H-1,2-benzisothiazole 1,1-dioxide in 200 ml of diethylene glycol are stirred with 35 g of hydrazine hydrate for 30 hours at 160° C. to 165° C. Working up analogously to Example 1 gives 31.7 g (63% of theory) of 5,6-dichloro-3-hydrazino-1,2-benzisothiazole 1,1-dioxide which decomposes at 276° C.